Dataset: the Open Reaction Database (ORD), a public repository of structured organic reaction records. Task: describe an organic reaction: reactants, conditions, products, and yield Starting materials: ClC1=CC=C(OCC2NCCC3=CC(=C(C=C23)OC)O)C=C1 (1-(4-chlorophenoxy)methyl-6-hydroxy-7-methoxy-1,2,3,4-tetrahydroisoquinoline), B(Br)(Br)Br (boron tribromide). Run in C(Cl)Cl (methylene chloride). Run at time 22 hour. Product: Br.ClC1=CC=C(OCC2NCCC3=CC(=C(C=C23)O)O)C=C1 (1-(4-chlorophenoxy)methyl-6,7-dihydroxy-1,2,3,4-tetrahydroisoquinoline hydrobromide). Isolated yield 67.0%. As a reaction SMILES: [Cl:1][C:2]1[CH:22]=[CH:21][C:5]([O:6][CH2:7][CH:8]2[C:17]3[C:12](=[CH:13][C:14]([OH:20])=[C:15]([O:18]C)[CH:16]=3)[CH2:11][CH2:10][NH:9]2)=[CH:4][CH:3]=1.B(Br)(Br)[Br:24]>C(Cl)Cl>[BrH:24].[Cl:1][C:2]1[CH:3]=[CH:4][C:5]([O:6][CH2:7][CH:8]2[C:17]3[C:12](=[CH:13][C:14]([OH:20])=[C:15]([OH:18])[CH:16]=3)[CH2:11][CH2:10][NH:9]2)=[CH:21][CH:22]=1 |f:3.4|. Reported procedure: To a solution of 1-(4-chlorophenoxy)methyl-6-hydroxy-7-methoxy-1,2,3,4-tetrahydroisoquinoline (100 mg) in anhydrous methylene chloride (5 ml) was added boron tribromide (140 mg) at -60° C. under cooling and stirring, and then the reaction temperature was gradually elevated to at 15° C. over 22 hours. After the reaction, the reaction mixture was concentrated, and oily residue was dissolved in methanol (5 ml) and water (0.5 ml). The solution was refluxed for 10 minutes, and then the solvent was di... Reactants: ClC1=CC=C(C=C1)C1N=C(N(C1C1=CC=C(C=C1)Cl)C(=O)Cl)C=1C(=NC=CC1)OCC (4,5-Bis-(4-chloro-phenyl)-2-(2-ethoxy-pyridin-3-yl)-4,5-dihydro-imidazole-1-carbonyl chloride), N1(CCOCC1)C(CN1CCNCC1)=O (1-morpholin-4-yl-2-piperazin-1-yl-ethanone). Yields the product ClC1=CC=C(C=C1)[C@@H]1N=C(N([C@@H]1C1=CC=C(C=C1)Cl)C(=O)N1CCN(CC1)CC(=O)N1CCOCC1)C=1C(=NC=CC1)OCC (cis-2-{4-[4,5-bis-(4-chloro-phenyl)-2-(2-ethoxy-pyridin-3-yl)-4,5-dihydro-imidazole-1-carbonyl]-piperazin-1-yl}-1-morpholin-4-yl-ethanone). RXN SMILES: [Cl:1][C:2]1[CH:7]=[CH:6][C:5]([CH:8]2[CH:12]([C:13]3[CH:18]=[CH:17][C:16]([Cl:19])=[CH:15][CH:14]=3)[N:11]([C:20](Cl)=[O:21])[C:10]([C:23]3[C:24]([O:29][CH2:30][CH3:31])=[N:25][CH:26]=[CH:27][CH:28]=3)=[N:9]2)=[CH:4][CH:3]=1.[N:32]1([C:38](=[O:46])[CH2:39][N:40]2[CH2:45][CH2:44][NH:43][CH2:42][CH2:41]2)[CH2:37][CH2:36][O:35][CH2:34][CH2:33]1>>[Cl:1][C:2]1[CH:3]=[CH:4][C:5]([C@H:8]2[C@@H:12]([C:13]3[CH:18]=[CH:17][C:16]([Cl:19])=[CH:15][CH:14]=3)[N:11]([C:20]([N:43]3[CH2:44][CH2:45][N:40]([CH2:39][C:38]([N:32]4[CH2:33][CH2:34][O:35][CH2:36][CH2:37]4)=[O:46])[CH2:41][CH2:42]3)=[O:21])[C:10]([C:23]3[C:24]([O:29][CH2:30][CH3:31])=[N:25][CH:26]=[CH:27][CH:28]=3)=[N:9]2)=[CH:6][CH:7]=1. Procedure details: 4,5-Bis-(4-chloro-phenyl)-2-(2-ethoxy-pyridin-3-yl)-4,5-dihydro-imidazole-1-carbonyl chloride (example 1) was reacted with 1-morpholin-4-yl-2-piperazin-1-yl-ethanone (Oakwood Products) to give cis-2-{4-[4,5-bis-(4-chloro-phenyl)-2-(2-ethoxy-pyridin-3-yl)-4,5-dihydro-imidazole-1-carbonyl]-piperazin-1-yl}-1-morpholin-4-yl-ethanone in an analogous manner as described in example 1. HR-MS (ES, m/z) calculated for C33H37N6O4Cl2 [(M+H)+] 651.2248, observed 651.2250. The reactants are OC(CNC(C1=C(C(C(=O)NCC(CO)O)=C(C(=C1I)NC(CCl)=O)I)I)=O)CO (N,N′-bis(2,3-dihydroxypropyl)-5-(2-chloroacetamido)-2,4,6-triiodoisophthalamide), Cl (hydrochloric acid), halide, C1CO1 (Ethylene oxide). Run in O (water). Yields the product OC(CNC(C1=C(C(C(=O)NCC(CO)O)=C(C(=C1I)N(C(CCl)=O)CCO)I)I)=O)CO (N,N′-bis(2,3-dihydroxypropyl)-5-[N-(2-hydroxyethyl)(2-chloroacetamido)]-2,4,6-triiodoisophthalamide). As a reaction SMILES: [OH:1][CH:2]([CH2:29][OH:30])[CH2:3][NH:4][C:5](=[O:28])[C:6]1[C:19]([I:20])=[C:18]([NH:21][C:22](=[O:25])[CH2:23][Cl:24])[C:17]([I:26])=[C:8]([C:9]([NH:11][CH2:12][CH:13]([OH:16])[CH2:14][OH:15])=[O:10])[C:7]=1[I:27].[CH2:31]1[O:33][CH2:32]1.Cl>O>[OH:1][CH:2]([CH2:29][OH:30])[CH2:3][NH:4][C:5](=[O:28])[C:6]1[C:19]([I:20])=[C:18]([N:21]([CH2:31][CH2:32][OH:33])[C:22](=[O:25])[CH2:23][Cl:24])[C:17]([I:26])=[C:8]([C:9]([NH:11][CH2:12][CH:13]([OH:16])[CH2:14][OH:15])=[O:10])[C:7]=1[I:27]. Reported procedure: The general procedure for the process of the invention involves reacting 5-amino-N,N′-bis(2,3-dihydroxypropyl)-2,4,6-triiodoisophthalamide with N,N-dimethylacetamide and chloroacetyl chloride. The resulting product is hydrolyzed with a base (such as sodium hydroxide). A homogeneous solution is obtained by adding water. Precipitation is affected to yield N,N′-bis(2,3-dihydroxypropyl)-5-(2-chloroacetamido)-2,4,6-triiodoisophthalamide. Alternately, 5-amino-N,N′-bis(2,3-dihydroxypropyl)-2,4,6-triiod...